From a dataset of the Open Reaction Database (ORD), a public repository of structured organic reaction records. describe an organic reaction: reactants, conditions, products, and yield Reactants: CC(C)(C)OO, CC(=O)[CH-]C(C)=O, C=CCC1(O)c2ccccc2CCc2ccccc21, Cc1ccccc1, CCCCCC, [V+3]. Yields the product OC1(CC2CO2)c2ccccc2CCc2ccccc21. Reaction SMILES: [C:20]([CH3:22])([CH3:23])([O:24][OH:21])[CH3:25].[CH-:40]([C:41](=[O:42])[CH3:43])[C:44](=[O:45])[CH3:46].[CH2:1]([CH:2]=[CH2:3])[C:4]1([OH:19])[c:5]2[c:6]([cH:15][cH:16][cH:17][cH:18]2)[CH2:7][CH2:8][c:9]2[c:10]1[cH:11][cH:12][cH:13][cH:14]2.[CH3:26][c:27]1[cH:28][cH:29][cH:30][cH:31][cH:32]1.[CH3:33][CH2:34][CH2:35][CH2:36][CH2:37][CH3:38].[V+3:39]>>[CH2:1]([CH:2]1[CH2:3][O:24]1)[C:4]1([OH:19])[c:5]2[c:6]([cH:15][cH:16][cH:17][cH:18]2)[CH2:7][CH2:8][c:9]2[c:10]1[cH:11][cH:12][cH:13][cH:14]2. Starting materials: N1C=C(C2=CC=CC=C12)C(CC(=O)OCC)C (ethyl 3-(3-indolyl)-butyrate), BrC=1C=NC=CC1 (3-bromopyridine), C([O-])([O-])=O.[K+].[K+] (potassium carbonate). Reagents/catalysts: [Cu]=O (copper oxide). Run in N1=CC=CC=C1 (pyridine). Product: C(C)OC(=O)CC(C)C1=CN(C2=CC=CC=C12)C=1C=NC=CC1 (3-(3-ethoxycarbonyl-2-propyl)-N-(3-pyridyl)indole). Reaction SMILES: [NH:1]1[C:9]2[C:4](=[CH:5][CH:6]=[CH:7][CH:8]=2)[C:3]([CH:10]([CH3:17])[CH2:11][C:12]([O:14][CH2:15][CH3:16])=[O:13])=[CH:2]1.Br[C:19]1[CH:20]=[N:21][CH:22]=[CH:23][CH:24]=1.C(=O)([O-])[O-].[K+].[K+]>N1C=CC=CC=1.[Cu]=O>[CH2:15]([O:14][C:12]([CH2:11][CH:10]([C:3]1[C:4]2[C:9](=[CH:8][CH:7]=[CH:6][CH:5]=2)[N:1]([C:19]2[CH:20]=[N:21][CH:22]=[CH:23][CH:24]=2)[CH:2]=1)[CH3:17])=[O:13])[CH3:16] |f:2.3.4|. Procedure: A solution of 2.5 g ethyl 3-(3-indolyl)-butyrate and 1.15 ml of 3-bromopyridine in 25 ml of pyridine is refluxed with 1.25 g of copper oxide and 1.25 g of potassium carbonate for 72 hours, filtered and evaporated to a brown oil which is chromatographed on 64 g of silica with 8:1 toluene-ethyl acetate to yield 3-(3-ethoxycarbonyl-2-propyl)-N-(3-pyridyl)indole; Rf (15% EtOAc, 85% toluene/silica gel)=0.35; IR (CH2Cl2) 1725 cm-1. Starting materials: C(#N)CC=1C=CC(=C(C(=O)NCC2=CC=C(C=C2)C(F)(F)F)C1)OC (5-cyanomethyl-2-methoxy-N-(4-trifluoromethylbenzyl)benzamide), C(C)O (ethanol), OO (hydrogen peroxide), [OH-].[Na+] (sodium hydroxide), OO (hydrogen peroxide), [OH-].[Na+] (sodium hydroxide). Solvent: O (water). Conditions: temperature 50 celsius, time 1 hour. The product is C(N)(=O)CC=1C=CC(=C(C(=O)NCC2=CC=C(C=C2)C(F)(F)F)C1)OC (5-carbamoylmethyl-2-methoxy-N-(4-trifluoromethylbenzyl)benzamide). Reaction SMILES: [C:1]([CH2:3][C:4]1[CH:5]=[CH:6][C:7]([O:24][CH3:25])=[C:8]([CH:23]=1)[C:9]([NH:11][CH2:12][C:13]1[CH:18]=[CH:17][C:16]([C:19]([F:22])([F:21])[F:20])=[CH:15][CH:14]=1)=[O:10])#[N:2].C([OH:28])C.OO.[OH-].[Na+]>O>[C:1]([CH2:3][C:4]1[CH:5]=[CH:6][C:7]([O:24][CH3:25])=[C:8]([CH:23]=1)[C:9]([NH:11][CH2:12][C:13]1[CH:18]=[CH:17][C:16]([C:19]([F:20])([F:21])[F:22])=[CH:15][CH:14]=1)=[O:10])(=[O:28])[NH2:2] |f:3.4|. Procedure: To 484 mg of 5-cyanomethyl-2-methoxy-N-(4-trifluoromethylbenzyl)benzamide were added 10 ml of ethanol, 0.6 ml of 30% aqueous hydrogen peroxide and 5 ml of 0.1 mol/l sodium hydroxide, and the mixture was stirred for 1 hour at 50° C. Then, 0.6 ml of 30% aqueous hydrogen peroxide and 5 ml of 0.1 mol/l sodium hydroxide were added again and the mixture was stirred for 30 minutes at 50° C. The reaction mixture was poured into water and extracted with ethyl acetate. After washed with saturated aqueous ... Yield: 84.2%. Reported procedure: A mixture of phenyl-propynoic acid (220 mg, 1.5 mmol) and thionyl chloride (3.0 mL) in toluene (3.0 mL) was heated at reflux for 4 h. The reaction mixture was cooled to rt and the excess thionyl chloride and toluene were removed under reduced pressure. The resulting crude acid chloride was dissolved in CH2Cl2 (5 mL) and treated with 1-[6-(1-benzyl-piperidin-4-ylamino)-2,3-dihydro-indol-1-yl]-ethanone (349 mg, 1.0 mmol) and TEA (0.28 mL, 2.0 mmol) at rt for 20 h. The reaction mixture was concentr... Product: C(C)(=O)N1CCC2=CC=C(C=C12)N(C(C#CC1=CC=CC=C1)=O)C1CCN(CC1)CC1=CC=CC=C1 (3-Phenyl-propynoic acid(1-acetyl-2,3-dihydro-1H-indol-6-yl)-(1-benzyl-piperidin-4-yl)-amide). The solvent is C1(=CC=CC=C1)C (toluene). The reactants are C1(=CC=CC=C1)C#CC(=O)O (phenyl-propynoic acid), S(=O)(Cl)Cl (thionyl chloride), C(C1=CC=CC=C1)N1CCC(CC1)NC1=CC=C2CCN(C2=C1)C(C)=O (1-[6-(1-benzyl-piperidin-4-ylamino)-2,3-dihydro-indol-1-yl]-ethanone), TEA. RXN SMILES: [C:1]1([C:7]#[C:8][C:9]([OH:11])=O)[CH:6]=[CH:5][CH:4]=[CH:3][CH:2]=1.S(Cl)(Cl)=O.[CH2:16]([N:23]1[CH2:28][CH2:27][CH:26]([NH:29][C:30]2[CH:38]=[C:37]3[C:33]([CH2:34][CH2:35][N:36]3[C:39](=[O:41])[CH3:40])=[CH:32][CH:31]=2)[CH2:25][CH2:24]1)[C:17]1[CH:22]=[CH:21][CH:20]=[CH:19][CH:18]=1>C1(C)C=CC=CC=1>[C:39]([N:36]1[C:37]2[C:33](=[CH:32][CH:31]=[C:30]([N:29]([CH:26]3[CH2:25][CH2:24][N:23]([CH2:16][C:17]4[CH:18]=[CH:19][CH:20]=[CH:21][CH:22]=4)[CH2:28][CH2:27]3)[C:9](=[O:11])[C:8]#[C:7][C:1]3[CH:2]=[CH:3][CH:4]=[CH:5][CH:6]=3)[CH:38]=2)[CH2:34][CH2:35]1)(=[O:41])[CH3:40]. Product: [Si](C1=CC=CC=C1)(C1=CC=CC=C1)(C(C)(C)C)OCCC1=NC=2CCCC(C2C=N1)N (2-(2-(tert-butyldiphenylsilyloxy)ethyl)-5,6,7,8-tetrahydro-quinazolin-5-amine). The reagents and catalysts are [Pd] (Pd/C). Conditions: time 8 hour. The reactants are CCOC(=O)C.CO (EtOAc MeOH), N(=[N+]=[N-])C1C=2C=NC(=NC2CCC1)CCO[Si](C1=CC=CC=C1)(C1=CC=CC=C1)C(C)(C)C (5-azido-2-(2-(tert-butyldiphenylsilyloxy)ethyl)-5,6,7,8-tetrahydroquinazoline). Solvent: CO (MeOH), CCOC(=O)C (EtOAc), CCOC(=O)C (EtOAc), CCOC(=O)C (EtOAc). Reaction SMILES: [N:1]([CH:4]1[CH2:13][CH2:12][CH2:11][C:10]2[N:9]=[C:8]([CH2:14][CH2:15][O:16][Si:17]([C:30]([CH3:33])([CH3:32])[CH3:31])([C:24]3[CH:29]=[CH:28][CH:27]=[CH:26][CH:25]=3)[C:18]3[CH:23]=[CH:22][CH:21]=[CH:20][CH:19]=3)[N:7]=[CH:6][C:5]1=2)=[N+]=[N-].CCOC(C)=O.CO>CCOC(C)=O.CO.[Pd]>[Si:17]([O:16][CH2:15][CH2:14][C:8]1[N:7]=[CH:6][C:5]2[CH:4]([NH2:1])[CH2:13][CH2:12][CH2:11][C:10]=2[N:9]=1)([C:30]([CH3:33])([CH3:31])[CH3:32])([C:18]1[CH:19]=[CH:20][CH:21]=[CH:22][CH:23]=1)[C:24]1[CH:29]=[CH:28][CH:27]=[CH:26][CH:25]=1 |f:1.2|. Procedure: A suspension of 80 mg of Pd/C (10% w/w) in a solution of 5-azido-2-(2-(tert-butyldiphenylsilyloxy)ethyl)-5,6,7,8-tetrahydroquinazoline (800 mg, 1.75 mmol) in 30 mL of EtOAc was stirred under H2 atmosphere overnight. The reaction mixture was then directly submitted to flash chomatograph (SiO2, EtOAc to EtOAc/MeOH=100:15 to EtOAc/2M NH3 in MeOH=2:1) to give the desired product as a white solid. Yields the product BrC=1C(=CC(=C(C1)OC)Cl)Cl (5-bromo 2,4-dichloro anisole). Procedure: 1 g of 5-bromo 2-chloro anisole and 0.66 g of N-chloro succinimide in 10 ml of acetic acid is heated at 90° C. for 20 hours. The reaction medium is poured into water, extraction is carried out with methylene chloride. The organic phase is washed with a saturated aqueous solution of sodium bicarbonate, dried over magnesium sulphate and evaporated under reduced pressure. 1.15 g of sought product is obtained. Run in C(C)(=O)O (acetic acid). The reactants are C(Cl)Cl (methylene chloride), BrC=1C=CC(=C(C1)OC)Cl (5-bromo 2-chloro anisole), ClN1C(CCC1=O)=O (N-chloro succinimide), O (water). The yield is 99.5%. RXN SMILES: [Br:1][C:2]1[CH:3]=[CH:4][C:5]([Cl:10])=[C:6]([O:8][CH3:9])[CH:7]=1.[Cl:11]N1C(=O)CCC1=O.O.C(Cl)Cl>C(O)(=O)C>[Br:1][C:2]1[C:3]([Cl:11])=[CH:4][C:5]([Cl:10])=[C:6]([O:8][CH3:9])[CH:7]=1. The reactants are CC(C)CCC[C@@H](C)[C@H]1CC[C@H]2[C@@H]3C=CC4=CC(C=C[C@]4(C)[C@H]3CC[C@]12C)=O (Cholesta-1,4,6-trien-3-one), [OH-].[Na+] (sodium hydroxide), OO (H2O2). Solvent: C(C)O (ethanol). Run at time 8 hour. The product is O1[C@H]2[C@@H]1C(C=C1C=C[C@H]3[C@@H]4CC[C@H]([C@@H](CCCC(C)C)C)[C@]4(CC[C@@H]3[C@@]21C)C)=O (1α,2α-epoxycholesta-4,6-dien-3-one). Reaction SMILES: [CH3:1][CH:2]([CH2:4][CH2:5][CH2:6][C@H:7]([C@@H:9]1[C@:26]2([CH3:27])[C@H:12]([C@H:13]3[C@H:23]([CH2:24][CH2:25]2)[C@:21]2([CH3:22])[C:16](=[CH:17][C:18](=[O:28])[CH:19]=[CH:20]2)[CH:15]=[CH:14]3)[CH2:11][CH2:10]1)[CH3:8])[CH3:3].[OH-:29].[Na+].OO>C(O)C>[O:29]1[C@H:19]2[C:18](=[O:28])[CH:17]=[C:16]3[C@:21]([CH3:22])([C@@H:20]12)[C@@H:23]1[C@H:13]([C@H:12]2[C@:26]([CH3:27])([CH2:25][CH2:24]1)[C@@H:9]([C@H:7]([CH3:8])[CH2:6][CH2:5][CH2:4][CH:2]([CH3:1])[CH3:3])[CH2:10][CH2:11]2)[CH:14]=[CH:15]3 |f:1.2|. Reported procedure: The trienone from (a) (1 gm) in ethanol (50 mls) at 0° was treated with 10% aqueous sodium hydroxide (0.25 ml) and 30% aqueous H2O2 (2.5 ml). The mixture was stored at 5° overnight and then the resulting epoxide was filtered off, washed with aqueous alcohol and dried to afford the title compound (0.86 mgs). Recrystallization from ethanol gave colourless needles, melting point 107°-109°. Starting materials: ClC=1SC2=C(N1)C=CC(=C2)OC (2-chloro-6-methoxybenzothiazole), C1(CC1)N1CCNCC1 (1-cyclopropyl-piperazine). Solvent: C(C)(=O)OCC (ethyl acetate), C(=O)(O)[O-].[Na+] (NaHCO3). Run at temperature 120 celsius, time 8 hour. Yields the product Cl.C1(CC1)N1CCN(CC1)C=1SC2=C(N1)C=CC(=C2)OC (2-(4-cyclopropylpiperazin-1-yl)-6-methoxybenzothiazole, hydrochloride). Yield: 18.4%. As a reaction SMILES: [Cl:1][C:2]1[S:3][C:4]2[CH:10]=[C:9]([O:11][CH3:12])[CH:8]=[CH:7][C:5]=2[N:6]=1.[CH:13]1([N:16]2[CH2:21][CH2:20][NH:19][CH2:18][CH2:17]2)[CH2:15][CH2:14]1>C(OCC)(=O)C.C([O-])(O)=O.[Na+]>[ClH:1].[CH:13]1([N:16]2[CH2:21][CH2:20][N:19]([C:2]3[S:3][C:4]4[CH:10]=[C:9]([O:11][CH3:12])[CH:8]=[CH:7][C:5]=4[N:6]=3)[CH2:18][CH2:17]2)[CH2:15][CH2:14]1 |f:3.4,5.6|. Procedure details: A mixture of 2-chloro-6-methoxybenzothiazole (0.20 g, 1.0 mmol) and 1-cyclopropyl-piperazine (0.25 g, 2.0 mmol) was stirred at 120° C. overnight. The reaction mixture was allowed to cool and dissolved in a mixture of ethyl acetate a NaHCO3 solution. The phases were separated and the organic phase was washed with water (3×) and then extracted with 0.25 M hydrochloric acid (20 mL). The acidic aqueous extract was concentrated and re-evaporated with ethanol. The residue was crystallized from a mixtu... Starting materials: Brc1ccc2ccoc2c1, C=CC(=O)OCC, CC(=O)[O-], [Na+], CC(=O)[O-], CC(=O)[O-], CN(C)C=O, O, [Pd+2], Cc1ccccc1P(c1ccccc1C)c1ccccc1C. The product is C=C(C(=O)OCC)c1ccc2ccoc2c1. Reaction SMILES: [Br:1][c:2]1[cH:3][c:4]2[c:5]([cH:6][cH:7][o:8]2)[cH:9][cH:10]1.[C:11]([CH:12]=[CH2:13])(=[O:14])[O:15][CH2:16][CH3:17].[CH3:41][C:42](=[O:43])[O-:44].[Na+:40].[O-:52][C:53]([CH3:54])=[O:55].[O-:56][C:57]([CH3:58])=[O:59].[O:45]=[CH:46][N:47]([CH3:48])[CH3:49].[OH2:50].[Pd+2:51].[c:18]1([CH3:19])[cH:20][cH:21][cH:22][cH:23][c:24]1[P:25]([c:26]1[cH:27][cH:28][cH:29][cH:30][c:31]1[CH3:32])[c:33]1[cH:34][cH:35][cH:36][cH:37][c:38]1[CH3:39]>>[c:2]1([C:12]([C:11](=[O:14])[O:15][CH2:16][CH3:17])=[CH2:13])[cH:3][c:4]2[c:5]([cH:6][cH:7][o:8]2)[cH:9][cH:10]1.